Dataset: the Open Reaction Database (ORD), a public repository of structured organic reaction records. Task: describe an organic reaction: reactants, conditions, products, and yield Starting materials: O\N=C(/C(=O)OCC)\C(C)=O (Ethyl (Z)-2-(hydroxyimino)-3-oxobutyrate), C(C1=CC=CC=C1)Br (benzyl bromide). Yields the product C(C1=CC=CC=C1)O\N=C(/C(=O)OCC)\C(C)=O (Ethyl (Z)-2-(benzyloxyimino)-3 -oxobutyrate). As a reaction SMILES: [OH:1]/[N:2]=[C:3](/[C:9](=[O:11])[CH3:10])\[C:4]([O:6][CH2:7][CH3:8])=[O:5].[CH2:12](Br)[C:13]1[CH:18]=[CH:17][CH:16]=[CH:15][CH:14]=1>>[CH2:12]([O:1]/[N:2]=[C:3](/[C:9](=[O:11])[CH3:10])\[C:4]([O:6][CH2:7][CH3:8])=[O:5])[C:13]1[CH:18]=[CH:17][CH:16]=[CH:15][CH:14]=1. Procedure: Ethyl (Z)-2-(hydroxyimino)-3-oxobutyrate (2.4 g) was alkylated with benzyl bromide as described in Example 4a, method 1, to give the title compound (2.94 g). (Found: M+, 249.0994. C13H15NO4 requires M 249.1001). νmax (film) 2980, 1740 and 1695 cm-1, δH (CDCl3) 1.28 (3H, t), 2.33 (3H, s), 4.26 (2H, q), 5.23 (2H, s), 7.27 (5H, m). Starting materials: [BH4-], CC[N+](CC)(CC)CC, C=C(C)c1cc(C(=O)OC)cc(-c2ccc(C)cc2)n1, CO, COCCOC, [Na+], O=C([O-])O, O. Yields the product COC(=O)c1cc(-c2ccc(C)cc2)nc(C(C)(C)O)c1. Reaction SMILES: [BH4-:21].[CH2:22]([N+:23]([CH2:24][CH3:25])([CH2:26][CH3:27])[CH2:28][CH3:29])[CH3:30].[CH3:1][c:2]1[cH:3][cH:4][c:5](-[c:8]2[n:9][c:10]([C:18](=[CH2:19])[CH3:20])[cH:11][c:12]([C:14](=[O:15])[O:16][CH3:17])[cH:13]2)[cH:6][cH:7]1.[CH3:36][OH:37].[CH3:38][O:39][CH2:40][CH2:41][O:42][CH3:43].[Na+:35].[O-:31][C:32]([OH:33])=[O:34].[OH2:44]>>[CH3:1][c:2]1[cH:3][cH:4][c:5](-[c:8]2[n:9][c:10]([C:18]([CH3:19])([CH3:20])[OH:31])[cH:11][c:12]([C:14](=[O:15])[O:16][CH3:17])[cH:13]2)[cH:6][cH:7]1.